This data is from the Open Reaction Database (ORD), a public repository of structured organic reaction records. The task is: describe an organic reaction: reactants, conditions, products, and yield Yields the product N#CCC1CCC(c2ccc(NC(=O)c3nnc(Nc4ccccc4F)o3)cc2)CC1. Reactants: ClCCl, O=C(OC(=O)C(F)(F)F)C(F)(F)F, NC(=O)CC1CCC(c2ccc(NC(=O)c3nnc(Nc4ccccc4F)o3)cc2)CC1, c1ccncc1. Reaction SMILES: [Cl:52][CH2:53][Cl:54].[F:1][C:2]([F:3])([F:4])[C:5]([O:6][C:7](=[O:8])[C:9]([F:10])([F:11])[F:12])=[O:13].[NH2:14][C:15]([CH2:16][CH:17]1[CH2:18][CH2:19][CH:20]([c:23]2[cH:24][cH:25][c:26]([NH:29][C:30](=[O:31])[c:32]3[o:33][c:34]([NH:37][c:38]4[c:39]([F:44])[cH:40][cH:41][cH:42][cH:43]4)[n:35][n:36]3)[cH:27][cH:28]2)[CH2:21][CH2:22]1)=[O:45].[cH:46]1[cH:47][cH:48][n:49][cH:50][cH:51]1>>[N:14]#[C:15][CH2:16][CH:17]1[CH2:18][CH2:19][CH:20]([c:23]2[cH:24][cH:25][c:26]([NH:29][C:30](=[O:31])[c:32]3[o:33][c:34]([NH:37][c:38]4[c:39]([F:44])[cH:40][cH:41][cH:42][cH:43]4)[n:35][n:36]3)[cH:27][cH:28]2)[CH2:21][CH2:22]1. Reactants: CNN (methylhydrazine), CNN (methylhydrazine), ClC1=C(C(=CC=C1)F)C(=NC(=O)C1=CSC=C1C)SC (methyl 2-chloro-6-fluoro-N-[(4-methylthien-3-yl) carbonyl]benzenecarbimidothioate). Yields the product ClC1=C(C(=CC=C1)F)C1=NN(C(=N1)C1=CSC=C1C)C (3-(2-Chloro-6-fluorophenyl)-1-methyl-5-(4-methylthien-3-yl)-1H-1,2,4-triazole). Run at temperature 80 celsius, time 10 minute. The yield is 83.1%. Run in C1(=CC=CC=C1)C (toluene), C1(=CC=CC=C1)C (toluene), C1(=CC=CC=C1)C (toluene). RXN SMILES: [CH3:1][NH:2][NH2:3].[Cl:4][C:5]1[CH:10]=[CH:9][CH:8]=[C:7]([F:11])[C:6]=1[C:12](SC)=[N:13][C:14]([C:16]1[C:20]([CH3:21])=[CH:19][S:18][CH:17]=1)=O>C1(C)C=CC=CC=1>[Cl:4][C:5]1[CH:10]=[CH:9][CH:8]=[C:7]([F:11])[C:6]=1[C:12]1[N:13]=[C:14]([C:16]2[C:20]([CH3:21])=[CH:19][S:18][CH:17]=2)[N:2]([CH3:1])[N:3]=1. Procedure: A solution of methylhydrazine (2.02 mL, 1.75 g, 38 mmol) in toluene (5 mL) was added at a rapid dropwise rate to a solution of methyl 2-chloro-6-fluoro-N-[(4-methylthien-3-yl) carbonyl]benzenecarbimidothioate (4.15 g, 12.7 mmol) in dry toluene (100 mL) at 55° C. The reaction was stirred at this temperature for 10 minutes and then left at room temperature for 14 hours. Another identical portion of methylhydrazine in toluene was added at room temperature and the reaction was heated at 80° C. for 3... Starting materials: P(=O)(OP(=O)(Cl)Cl)(Cl)Cl (Diphosphoryl chloride), [N+](=O)([O-])C1=C2C=CNC2=CC=C1 (4-nitroindole), N1(CCCCC1)C(C(=O)OCC)=O (ethyl 1-piperidineglyoxylate). Run at time 18 hour. Product: [N+](=O)([O-])C1=C2C(=CNC2=CC=C1)C(C(=O)OCC)=O (Ethyl (4-nitro-1H-indol-3-yl)(oxo)acetate). Reaction SMILES: P(Cl)(Cl)(OP(Cl)(Cl)=O)=O.[N+:10]([C:13]1[CH:21]=[CH:20][CH:19]=[C:18]2[C:14]=1[CH:15]=[CH:16][NH:17]2)([O-:12])=[O:11].N1([C:28](=[O:34])[C:29]([O:31][CH2:32][CH3:33])=[O:30])CCCCC1>>[N+:10]([C:13]1[CH:21]=[CH:20][CH:19]=[C:18]2[C:14]=1[C:15]([C:28](=[O:34])[C:29]([O:31][CH2:32][CH3:33])=[O:30])=[CH:16][NH:17]2)([O-:12])=[O:11]. Reported procedure: Diphosphoryl chloride (23.5 mL, 170 mmol) was added dropwise to a stirred mixture of 4-nitroindole (25.0 g, 154 mmol) and ethyl 1-piperidineglyoxylate (29.0 g, 170 mmol) at 0° C. The mixture was allowed to warm slowly to ambient temperature and stirring was continued for 18 h. The reaction mixture was cooled to 0° C. and quenched carefully by addition of EtOH (50 mL), followed by saturated aqueous NaHCO3 until no further effervescence was observed. The precipitated yellow solid was isolated by f... Starting materials: [Br-], CCOP(=O)(CC1CO1)OCC, C1CCOC1, [Cl-], Cc1cc([Mg+])ccc1F, [NH4+]. The product is CCOP(=O)(CC(O)Cc1ccc(F)c(C)c1)OCC. RXN SMILES: [Br-:1].[CH2:11]([CH3:12])[O:13][P:14]([O:15][CH2:16][CH3:17])(=[O:18])[CH2:19][CH:20]1[O:21][CH2:22]1.[CH2:25]1[O:26][CH2:27][CH2:28][CH2:29]1.[Cl-:23].[F:2][c:3]1[c:4]([CH3:10])[cH:5][c:6]([Mg+:9])[cH:7][cH:8]1.[NH4+:24]>>[F:2][c:3]1[c:4]([CH3:10])[cH:5][c:6]([CH2:22][CH:20]([CH2:19][P:14]([O:13][CH2:11][CH3:12])([O:15][CH2:16][CH3:17])=[O:18])[OH:21])[cH:7][cH:8]1. Conditions: time 30 minute. Yield: 49.0%. Procedure details: To a solution of 4-{4-[2,3-epoxypropoxy]anilino}-6-(2,5-dichloroanilino)pyrimidine (Reference Example 9; 316 ma) in DMF (3 ml) was added potassium tert-butoxide (1M solution in tetrahydrofuran. 0.86 ml) at −35° C. and the solution stirred for 30 minutes. 4-Methoxybenzyl bromide (0.32 ml) was then added and the solution allowed to warm to ambient temperature over 2.5 hours. After stirring for 1 hour at ambient temperature, dimethylamine (2M in MeOH, 2 ml) was added and the reaction stirred for a ... The solvent is CN(C)C=O (DMF), O (water). RXN SMILES: [O:1]1[CH2:27][CH:2]1[CH2:3][O:4][C:5]1[CH:26]=[CH:25][C:8]([NH:9][C:10]2[CH:15]=[C:14]([NH:16][C:17]3[CH:22]=[C:21]([Cl:23])[CH:20]=[CH:19][C:18]=3[Cl:24])[N:13]=[CH:12][N:11]=2)=[CH:7][CH:6]=1.CC(C)([O-])C.[K+].[CH3:34][O:35][C:36]1[CH:43]=[CH:42][C:39]([CH2:40]Br)=[CH:38][CH:37]=1.[CH3:44][NH:45][CH3:46]>CN(C=O)C.O>[CH3:44][N:45]([CH2:27][CH:2]([OH:1])[CH2:3][O:4][C:5]1[CH:26]=[CH:25][C:8]([NH:9][C:10]2[CH:15]=[C:14]([N:16]([CH2:40][C:39]3[CH:42]=[CH:43][C:36]([O:35][CH3:34])=[CH:37][CH:38]=3)[C:17]3[CH:22]=[C:21]([Cl:23])[CH:20]=[CH:19][C:18]=3[Cl:24])[N:13]=[CH:12][N:11]=2)=[CH:7][CH:6]=1)[CH3:46] |f:1.2|. Reactants: O1C(COC2=CC=C(NC3=NC=NC(=C3)NC3=C(C=CC(=C3)Cl)Cl)C=C2)C1 (4-{4-[2,3-epoxypropoxy]anilino}-6-(2,5-dichloroanilino)pyrimidine), CC(C)([O-])C.[K+] (potassium tert-butoxide), CNC (dimethylamine), COC1=CC=C(CBr)C=C1 (4-Methoxybenzyl bromide). The product is CN(C)CC(COC1=CC=C(NC2=NC=NC(=C2)N(C2=C(C=CC(=C2)Cl)Cl)CC2=CC=C(C=C2)OC)C=C1)O (4-{4-[3-(N,N-Dimethyl)amino-2-hydroxypropoxy]anilino}-6-[N-(4-methoxybenzyl)-2,5-dichloroanilino]pyrimidine). Reactants: [H][H] (hydrogen), C(C)(C)(C)OC(=O)NCCOC(CN1C(=NC=2C(=NC=3C=C(C=CC3C21)/C=C/C(=O)OCC)NC(C2=CC=CC=C2)(C2=CC=CC=C2)C2=CC=CC=C2)COCC)(C)C ((E)-ethyl 3-(1-(2-(2-(tert-butoxycarbonylamino)ethoxy)-2-methylpropyl)-2-(ethoxymethyl)-4-(tritylamino)-1H-imidazo[4,5-c]quinolin-7-yl)acrylate). The reagents and catalysts are [Pd] (Palladium on carbon). The solvent is C(C)O (ethanol), C(C)(=O)OCC (ethyl acetate). Yields the product C(C)(C)(C)OC(=O)NCCOC(CN1C(=NC=2C(=NC=3C=C(C=CC3C21)CCC(=O)OCC)NC(C2=CC=CC=C2)(C2=CC=CC=C2)C2=CC=CC=C2)COCC)(C)C (Ethyl 3-[1-[2-[2-(tert-butoxycarbonylamino)ethoxy]-2-methylpropyl]-2-(ethoxymethyl)-4-(tritylamino)-1H-imidazo[4,5-c]quinolin-7-yl]propanoate). The yield is 58.0%. As a reaction SMILES: [C:1]([O:5][C:6]([NH:8][CH2:9][CH2:10][O:11][C:12]([CH3:59])([CH3:58])[CH2:13][N:14]1[C:26]2[C:25]3[CH:24]=[CH:23][C:22](/[CH:27]=[CH:28]/[C:29]([O:31][CH2:32][CH3:33])=[O:30])=[CH:21][C:20]=3[N:19]=[C:18]([NH:34][C:35]([C:48]3[CH:53]=[CH:52][CH:51]=[CH:50][CH:49]=3)([C:42]3[CH:47]=[CH:46][CH:45]=[CH:44][CH:43]=3)[C:36]3[CH:41]=[CH:40][CH:39]=[CH:38][CH:37]=3)[C:17]=2[N:16]=[C:15]1[CH2:54][O:55][CH2:56][CH3:57])=[O:7])([CH3:4])([CH3:3])[CH3:2].[H][H]>[Pd].C(O)C.C(OCC)(=O)C>[C:1]([O:5][C:6]([NH:8][CH2:9][CH2:10][O:11][C:12]([CH3:58])([CH3:59])[CH2:13][N:14]1[C:26]2[C:25]3[CH:24]=[CH:23][C:22]([CH2:27][CH2:28][C:29]([O:31][CH2:32][CH3:33])=[O:30])=[CH:21][C:20]=3[N:19]=[C:18]([NH:34][C:35]([C:42]3[CH:43]=[CH:44][CH:45]=[CH:46][CH:47]=3)([C:48]3[CH:49]=[CH:50][CH:51]=[CH:52][CH:53]=3)[C:36]3[CH:41]=[CH:40][CH:39]=[CH:38][CH:37]=3)[C:17]=2[N:16]=[C:15]1[CH2:54][O:55][CH2:56][CH3:57])=[O:7])([CH3:4])([CH3:2])[CH3:3]. Procedure details: Palladium on carbon 10% (100 mg, 940 μmol) in ethanol (10 mL) was added to a suspension of (E)-ethyl 3-(1-(2-(2-(tert-butoxycarbonylamino)ethoxy)-2-methylpropyl)-2-(ethoxymethyl)-4-(tritylamino)-1H-imidazo[4,5-c]quinolin-7-yl)acrylate (280 mg, 351 μmol) in ethyl acetate (30 mL). The mixture was stirred for 6 h in a hydrogen atmosphere at room temperature, filtered and solvent was removed in vacuo. The residue was purified by flash chromatography (silica gel-NH2, 0% to 100% ethyl acetate in hepta... Reported procedure: A solution of 13.5 g of ethyl (E)-3-(trans-4-pentylcyclohexyl)acrylate in 100 ml of dichloromethane was treated dropwise at -78° C. and while gassing with nitrogen with a 20% solution of diisobutylaluminium hydride in hexane. After completion of the addition the slightly yellow solution was stirred for a further 1 hour and then treated cautiously with 10 ml of 25% hydrochloric acid. The reaction mixture was poured into 100 ml of water and the organic phase was separated. The aqueous phase was ba... Reaction SMILES: [CH2:1]([C@H:6]1[CH2:11][CH2:10][C@H:9](/[CH:12]=[CH:13]/[C:14](OCC)=[O:15])[CH2:8][CH2:7]1)[CH2:2][CH2:3][CH2:4][CH3:5].[H-].C([Al+]CC(C)C)C(C)C.Cl.O>ClCCl.CCCCCC>[CH2:1]([C@H:6]1[CH2:11][CH2:10][C@H:9](/[CH:12]=[CH:13]/[CH2:14][OH:15])[CH2:8][CH2:7]1)[CH2:2][CH2:3][CH2:4][CH3:5] |f:1.2|. The yield is 88.9%. Reaction conditions: time 1 hour. The solvent is CCCCCC (hexane), ClCCl (dichloromethane). Yields the product C(CCCC)[C@@H]1CC[C@H](CC1)/C=C/CO ((E)-3-(trans-4-pentylcyclohexyl)allyl alcohol). Reactants: Cl (hydrochloric acid), C(CCCC)[C@@H]1CC[C@H](CC1)/C=C/C(=O)OCC (ethyl (E)-3-(trans-4-pentylcyclohexyl)acrylate), solution, [H-].C(C(C)C)[Al+]CC(C)C (diisobutylaluminium hydride), O (water). Starting materials: [Br-], CC[Mg+], CCOc1ccc(C=C(C)C=O)cc1, CCOCC, Cl. Product: CCOc1ccc(C=C(C)C(O)CC)cc1. Reaction SMILES: [Br-:15].[CH2:16]([CH3:17])[Mg+:18].[CH2:1]([CH3:2])[O:3][c:4]1[cH:5][cH:6][c:7]([CH:10]=[C:11]([CH:12]=[O:13])[CH3:14])[cH:8][cH:9]1.[CH3:20][CH2:21][O:22][CH2:23][CH3:24].[ClH:19]>>[CH2:1]([CH3:2])[O:3][c:4]1[cH:5][cH:6][c:7]([CH:10]=[C:11]([CH:12]([OH:13])[CH2:16][CH3:17])[CH3:14])[cH:8][cH:9]1. Starting materials: CO, Cl, O, CN(C)CCCn1ncc2cc(C=Cc3ccc(O)cc3)ccc2c1=O. Yields the product CN(C)CCCn1ncc2cc(CCc3ccc(O)cc3)ccc2c1=O. As a reaction SMILES: [CH3:28][OH:29].[ClH:1].[OH2:30].[OH:2][c:3]1[cH:4][cH:5][c:6]([CH:9]=[CH:10][c:11]2[cH:12][c:13]3[cH:14][n:15][n:16]([CH2:22][CH2:23][CH2:24][N:25]([CH3:26])[CH3:27])[c:17](=[O:21])[c:18]3[cH:19][cH:20]2)[cH:7][cH:8]1>>[OH:2][c:3]1[cH:4][cH:5][c:6]([CH2:9][CH2:10][c:11]2[cH:12][c:13]3[cH:14][n:15][n:16]([CH2:22][CH2:23][CH2:24][N:25]([CH3:26])[CH3:27])[c:17](=[O:21])[c:18]3[cH:19][cH:20]2)[cH:7][cH:8]1. Starting materials: OO (hydrogen peroxide), N1=C(C=CC=C1C(=O)O)C(=O)O (pyridine-2,6-dicarboxylic acid), OO (hydrogen peroxide), carboxylic acid. The reagents and catalysts are [O-][W](=O)(=O)[O-].[Na+].[Na+] (sodium tungstate). The solvent is O (water). Run at temperature 90 celsius. The product is [N+]=1(C(=CC=CC1C(=O)O)C(=O)O)[O-] (pyridine-2,6-dicarboxylic acid N-oxide). As a reaction SMILES: [N:1]1[C:6]([C:7]([OH:9])=[O:8])=[CH:5][CH:4]=[CH:3][C:2]=1[C:10]([OH:12])=[O:11].[OH:13]O>O.[O-][W]([O-])(=O)=O.[Na+].[Na+]>[N+:1]1([O-:13])[C:2]([C:10]([OH:12])=[O:11])=[CH:3][CH:4]=[CH:5][C:6]=1[C:7]([OH:9])=[O:8] |f:3.4.5|. Procedure details: 50 g of pyridine-2,6-dicarboxylic acid was suspended in 275 g of water. 47 g of 30% hydrogen peroxide aqueous solution and 2.8 g of sodium tungstate were added to the resulting suspension. The suspension was heated to a temperature of 90° C. for 24 hours. As a result, the carboxylic acid as starting material was gradually dissolved in the aqueous solution during heating, and fresh crystals were then deposited. 24 g of 30% hydrogen peroxide aqueous solution was further added to the solution. The ...